From a dataset of the Open Reaction Database (ORD), a public repository of structured organic reaction records. describe an organic reaction: reactants, conditions, products, and yield Reaction SMILES: [C:61](=[O:62])([OH:63])[O-:64].[CH2:25]([N:26]=[C:27]=[N:28][CH2:29][CH2:30][CH2:31][N:32]([CH3:33])[CH3:34])[CH3:35].[CH3:66][N:67]([CH3:68])[CH:69]=[O:70].[Cl:1][c:2]1[c:3]([CH2:4][O:5][c:6]2[cH:7][cH:8][cH:9][c:10]3[cH:11][cH:12][c:13]([CH3:16])[n:14][c:15]23)[c:17]([Cl:24])[cH:18][cH:19][c:20]1[C:21](=[O:22])[OH:23].[ClH:46].[NH2:47][CH2:48][CH2:49][N:50]1[C:51](=[O:60])[c:52]2[c:53]([cH:56][cH:57][cH:58][cH:59]2)[C:54]1=[O:55].[Na+:65].[OH:36][n:37]1[c:38]2[cH:39][cH:40][cH:41][cH:42][c:43]2[n:44][n:45]1>>[Cl:1][c:2]1[c:3]([CH2:4][O:5][c:6]2[cH:7][cH:8][cH:9][c:10]3[cH:11][cH:12][c:13]([CH3:16])[n:14][c:15]23)[c:17]([Cl:24])[cH:18][cH:19][c:20]1[C:21](=[O:23])[NH:47][CH2:48][CH2:49][N:50]1[C:51](=[O:60])[c:52]2[c:53]([cH:56][cH:57][cH:58][cH:59]2)[C:54]1=[O:55]. The product is Cc1ccc2cccc(OCc3c(Cl)ccc(C(=O)NCCN4C(=O)c5ccccc5C4=O)c3Cl)c2n1. The reactants are O=C([O-])O, CCN=C=NCCCN(C)C, CN(C)C=O, Cc1ccc2cccc(OCc3c(Cl)ccc(C(=O)O)c3Cl)c2n1, Cl, NCCN1C(=O)c2ccccc2C1=O, [Na+], On1nnc2ccccc21. The reactants are FC(S(=O)(=O)OC1=CC2CN(CC(C1)C2)C(=O)OCC)(F)F (ethyl 7-(trifluoromethylsulfonyloxy)-3-azabicyclo[3.3.1]non-6-ene-3-carboxylate), C([O-])([O-])=O.[Na+].[Na+] (sodium carbonate), [Cl-].[Li+] (lithium chloride), O(C1=CC=CC=C1)C=1C=C(C=NC1)B(O)O (5-phenoxy-3-pyridinylboronic acid). Reagents/catalysts: C=1C=CC(=CC1)[P](C=2C=CC=CC2)(C=3C=CC=CC3)[Pd]([P](C=4C=CC=CC4)(C=5C=CC=CC5)C=6C=CC=CC6)([P](C=7C=CC=CC7)(C=8C=CC=CC8)C=9C=CC=CC9)[P](C=1C=CC=CC1)(C=1C=CC=CC1)C=1C=CC=CC1 (tetrakis(triphenylphosphine)palladium(0)). The solvent is O (water), C(OC)COC (dimethoxyethane). Conditions: temperature 95 celsius. The product is O(C1=CC=CC=C1)C=1C=C(C=NC1)C1=CC2CN(CC(C1)C2)C(=O)OCC (ethyl 7-(5-phenoxy-3-pyridinyl)-3-azabicyclo[3.3.1]non-6-ene-3-carboxylate). Isolated yield 86.7%. RXN SMILES: FC(F)(F)S(O[C:7]1[CH2:14][CH:13]2[CH2:15][CH:9]([CH2:10][N:11]([C:16]([O:18][CH2:19][CH3:20])=[O:17])[CH2:12]2)[CH:8]=1)(=O)=O.C(=O)([O-])[O-].[Na+].[Na+].[Cl-].[Li+].[O:31]([C:38]1[CH:39]=[C:40](B(O)O)[CH:41]=[N:42][CH:43]=1)[C:32]1[CH:37]=[CH:36][CH:35]=[CH:34][CH:33]=1>C(COC)OC.O.C1C=CC([P]([Pd]([P](C2C=CC=CC=2)(C2C=CC=CC=2)C2C=CC=CC=2)([P](C2C=CC=CC=2)(C2C=CC=CC=2)C2C=CC=CC=2)[P](C2C=CC=CC=2)(C2C=CC=CC=2)C2C=CC=CC=2)(C2C=CC=CC=2)C2C=CC=CC=2)=CC=1>[O:31]([C:38]1[CH:39]=[C:40]([C:7]2[CH2:14][CH:13]3[CH2:15][CH:9]([CH2:10][N:11]([C:16]([O:18][CH2:19][CH3:20])=[O:17])[CH2:12]3)[CH:8]=2)[CH:41]=[N:42][CH:43]=1)[C:32]1[CH:33]=[CH:34][CH:35]=[CH:36][CH:37]=1 |f:1.2.3,4.5,^1:57,59,78,97|. Reported procedure: To a solution of ethyl 7-(trifluoromethylsulfonyloxy)-3-azabicyclo[3.3.1]non-6-ene-3-carboxylate (0.13 g, 0.38 mmol) in dimethoxyethane (3 mL) was added saturated sodium carbonate solution (1 mL), lithium chloride (0.04 g, 0.9 mmol) and 5-phenoxy-3-pyridinylboronic acid (0.17 g, 0.79 mmol). The flask was alternately evacuated and filled with argon three times. Then, tetrakis(triphenylphosphine)palladium(0) (0.01 g, 0.01 mmol) was added, and the evacuation and argon fill was performed once again.... Reactants: C(CO)O (ethylene glycol), O=O (oxygen), C(C)(=O)OCCOC(C)=O (ethylene glycol diacetate), C=C (ethylene), BrCC[Te](CCBr)(Br)Br (bis(2-bromoethyl)tellurium dibromide), C(CBr)Br (ethylene dibromide), BrCC[Te](CCBr)(Br)Br (bis(2-bromoethyl)-tellurium dibromide), BrCCOC(C)=O (2-bromoethylacetate). Solvent: C(C)(=O)O (acetic acid). Reaction conditions: time 1 hour. The product is C(C)(=O)OCCOC(C)=O (ethylene glycol diacetate), BrCCOC(C)=O (2-bromoethylacetate), BrC(C)Br (dibromoethane). As a reaction SMILES: BrCC[Te](Br)(Br)[CH2:5][CH2:6][Br:7].O=O.[C:12]([O:15][CH2:16][CH2:17][O:18][C:19](=[O:21])[CH3:20])(=[O:14])[CH3:13].[Br:22][CH2:23][CH2:24][O:25][C:26](=[O:28])[CH3:27].C(Br)C[Br:31].C=C.C(O)CO>C(O)(=O)C>[C:12]([O:15][CH2:16][CH2:17][O:18][C:19](=[O:21])[CH3:20])(=[O:14])[CH3:13].[Br:22][CH2:23][CH2:24][O:25][C:26](=[O:28])[CH3:27].[Br:31][CH:6]([Br:7])[CH3:5]. Reported procedure: 1.05 g. (2.09 mmoles) of bis(2-bromoethyl)-tellurium dibromide, from Example 2, along with 4.0 g. glacial acetic acid (99.5 percent) was charged to a "Fisher-Porter" 35 ml. glass tube reactor equipped with a gas inlet and outlet tube, a pressure gauge and relief valve and a magnetic stirrer. The mixture was heated at a temperature of 150° C. under 16 psig oxygen with stirring for 1 hour. The reaction mixture was cooled and the products analyzed by gas liquid partition chromagraph (glpc.) showed ... Starting materials: ClC1=C(C#N)C=CC=N1 (2-chloronicotinonitrile), FC1=C(C=CC=C1F)B(O)O (2,3-difluorophenylboronic acid). The product is FC1=C(C=CC=C1F)C1=C(C#N)C=CC=N1 (2-(2,3-difluoro-phenyl)-nicotinonitrile). Isolated yield 91.0%. RXN SMILES: Cl[C:2]1[N:9]=[CH:8][CH:7]=[CH:6][C:3]=1[C:4]#[N:5].[F:10][C:11]1[C:16]([F:17])=[CH:15][CH:14]=[CH:13][C:12]=1B(O)O>>[F:10][C:11]1[C:16]([F:17])=[CH:15][CH:14]=[CH:13][C:12]=1[C:2]1[N:9]=[CH:8][CH:7]=[CH:6][C:3]=1[C:4]#[N:5]. Procedure: Prepared in 91% yield from 2-chloronicotinonitrile and 2,3-difluorophenylboronic acid according to the procedure described for Example 153A. MS (ESI−) m/z 216.9 (M+H)+; 1H NMR (CDCl3) δ 7.21-7.29 (m, 1H), 7.30-7.39 (m, 2H), 7.49 (dd, J=8.0, 4.9 Hz, 1H), 8.12 (dd, J=7.8, 1.7 Hz, 1H), 8.92 (dd, J=4.9, 1.9 Hz, 1H). Reactants: C(C)(C)(C)OC(=O)N1C[C@@H]2N(C=3C=C(C=CC3C2)N=C(C2=CC=CC=C2)C2=CC=CC=C2)[C@@H](C1)C ((4R,10aR)-7-(benzhydrylidene-amino)-4-methyl-3,4,10,10a-tetrahydro-1H-pyrazino[1,2-a]indole-2-carboxylic acid tert-butyl ester), C(=O)[O-].[NH4+] (ammonium formiate). The reagents and catalysts are [Pd] (palladium on carbon). Run in CO (methanol), ClCCl (dichloromethane). Run at temperature 60 celsius. The product is C(C)(C)(C)OC(=O)N1C[C@@H]2N(C=3C=C(C=CC3C2)N)[C@@H](C1)C ((4R,10aR)-7-Amino-4-methyl-3,4,10,10a-tetrahydro-1H-pyrazino[1,2-a]indole-2-carboxylic acid tert-butyl ester), foam. Isolated yield 53.0%. RXN SMILES: [C:1]([O:5][C:6]([N:8]1[CH2:34][C@@H:33]([CH3:35])[N:11]2[C:12]3[CH:13]=[C:14]([N:19]=C(C4C=CC=CC=4)C4C=CC=CC=4)[CH:15]=[CH:16][C:17]=3[CH2:18][C@@H:10]2[CH2:9]1)=[O:7])([CH3:4])([CH3:3])[CH3:2].C([O-])=O.[NH4+]>[Pd].CO.ClCCl>[C:1]([O:5][C:6]([N:8]1[CH2:34][C@@H:33]([CH3:35])[N:11]2[C:12]3[CH:13]=[C:14]([NH2:19])[CH:15]=[CH:16][C:17]=3[CH2:18][C@@H:10]2[CH2:9]1)=[O:7])([CH3:4])([CH3:2])[CH3:3] |f:1.2|. Reported procedure: A mixture of (4R,10aR)-7-(benzhydrylidene-amino)-4-methyl-3,4,10,10a-tetrahydro-1H-pyrazino[1,2-a]indole-2-carboxylic acid tert-butyl ester (3.35 g, 7.2 mmol), ammonium formiate (6.8 g, 107 mmol) and palladium on carbon (1.5 g, 5%) in methanol (35 mL) was heated to 60° C. for 1 h. After cooling the mixture was diluted with dichloromethane (100 mL) and filtered. The filtrate was washed with water (100 mL), the water phase was extracted with dichloromethane, and organic phases were pooled and drie... Reactants: O=C([O-])O, CC(=O)O, [Na+], O, O=S(=O)(O)O, N#CCc1ccc2nc(-c3ccccc3)ccc2c1. Yields the product O=C(O)Cc1ccc2nc(-c3ccccc3)ccc2c1. Reaction SMILES: [C:25]([O-:26])([OH:27])=[O:28].[CH3:31][C:32](=[O:33])[OH:34].[Na+:29].[OH2:30].[S:20](=[O:21])(=[O:22])([OH:23])[OH:24].[c:1]1(-[c:7]2[n:8][c:9]3[cH:10][cH:11][c:12]([CH2:17][C:18]#[N:19])[cH:13][c:14]3[cH:15][cH:16]2)[cH:2][cH:3][cH:4][cH:5][cH:6]1>>[c:1]1(-[c:7]2[n:8][c:9]3[cH:10][cH:11][c:12]([CH2:17][C:25]([OH:26])=[O:28])[cH:13][c:14]3[cH:15][cH:16]2)[cH:2][cH:3][cH:4][cH:5][cH:6]1. Starting materials: CCO, Cl, CCOCc1nc2c(N)nc3ccccc3c2n1CC(C)(C)NC(=O)OC(C)(C)C. Yields the product CCOCc1nc2c(N)nc3ccccc3c2n1CC(C)(C)N. RXN SMILES: [CH3:32][CH2:33][OH:34].[ClH:31].[NH2:1][c:2]1[n:3][c:4]2[cH:5][cH:6][cH:7][cH:8][c:9]2[c:10]2[c:11]1[n:12][c:13]([CH2:27][O:28][CH2:29][CH3:30])[n:14]2[CH2:15][C:16]([CH3:17])([CH3:18])[NH:19][C:20](=[O:21])[O:22][C:23]([CH3:24])([CH3:25])[CH3:26]>>[NH2:1][c:2]1[n:3][c:4]2[cH:5][cH:6][cH:7][cH:8][c:9]2[c:10]2[c:11]1[n:12][c:13]([CH2:27][O:28][CH2:29][CH3:30])[n:14]2[CH2:15][C:16]([CH3:17])([CH3:18])[NH2:19].